Dataset: the Open Reaction Database (ORD), a public repository of structured organic reaction records. Task: describe an organic reaction: reactants, conditions, products, and yield The product is CCOC(=O)Cn1ncc2c1CCCC2N(C)S(=O)(=O)c1cc(C2CCCC2)cc(C(F)(F)F)c1. Reactants: [Br-], CC(C)(C)P(C(C)(C)C)C(C)(C)C, CCOC(=O)Cn1ncc2c1CCCC2N(C)S(=O)(=O)c1cc(Br)cc(C(F)(F)F)c1, [Zn+]C1CCCC1, C1CCOC1. Reaction SMILES: [Br-:32].[C:44]([P:45]([C:46]([CH3:47])([CH3:48])[CH3:49])[C:50]([CH3:51])([CH3:52])[CH3:53])([CH3:54])([CH3:55])[CH3:56].[CH2:1]([CH3:2])[O:3][C:4]([CH2:5][n:6]1[n:7][cH:8][c:9]2[c:14]1[CH2:13][CH2:12][CH2:11][CH:10]2[N:15]([CH3:16])[S:17](=[O:18])(=[O:19])[c:20]1[cH:21][c:22]([Br:30])[cH:23][c:24]([C:26]([F:27])([F:28])[F:29])[cH:25]1)=[O:31].[CH:33]1([Zn+:38])[CH2:34][CH2:35][CH2:36][CH2:37]1.[O:39]1[CH2:40][CH2:41][CH2:42][CH2:43]1>>[CH2:1]([CH3:2])[O:3][C:4]([CH2:5][n:6]1[n:7][cH:8][c:9]2[c:14]1[CH2:13][CH2:12][CH2:11][CH:10]2[N:15]([CH3:16])[S:17](=[O:18])(=[O:19])[c:20]1[cH:21][c:22]([CH:33]2[CH2:34][CH2:35][CH2:36][CH2:37]2)[cH:23][c:24]([C:26]([F:27])([F:28])[F:29])[cH:25]1)=[O:31]. Starting materials: [H-].[Na+] (Sodium hydride), BrC=1C=CC(=NC1)OC (5-bromo-2-methoxy-pyridine), C(CC(=O)OCC)(=O)OCC (diethyl malonate). The reagents and catalysts are [Cu]Br (copper(I) bromide). The solvent is 1,4-dioxlane. Run at temperature 100 celsius, time 8 hour. Yields the product C(C)OC(C(C(=O)OCC)C=1C=NC(=CC1)OC)=O (2-(6-Methoxy-pyridin-3-yl)-malonic acid diethyl ester). As a reaction SMILES: [H-].[Na+].Br[C:4]1[CH:5]=[CH:6][C:7]([O:10][CH3:11])=[N:8][CH:9]=1.[C:12]([O:20][CH2:21][CH3:22])(=[O:19])[CH2:13][C:14]([O:16][CH2:17][CH3:18])=[O:15]>[Cu]Br>[CH2:17]([O:16][C:14](=[O:15])[CH:13]([C:4]1[CH:9]=[N:8][C:7]([O:10][CH3:11])=[CH:6][CH:5]=1)[C:12]([O:20][CH2:21][CH3:22])=[O:19])[CH3:18] |f:0.1|. Procedure: Sodium hydride (60%, 36.2 mmoL, 1.45 g) was added into a solution of 5-bromo-2-methoxy-pyridine (16.5 mmoL, 2.13 mL), copper(I) bromide (32.9 mmoL, 4.72 g) and diethyl malonate (32.9 mmoL, 5.0 mL) in 1,4-dioxlane (20 mL) slowly at room temperature. After the addition, the resulting mixture was heated to 100° C. and stirred overnight. The mixture was then passed through a pad of Celite to remove brown solid. The filtrate was then concentrated in vacuo to afford a brown oil, which was then purifie... The reactants are O=S1(C(=CCC1)C1=CC2=C(NC(=NS2(=O)=O)C=2C(N([C@H]3[C@@H]4CC[C@H]([C@H]3C2O)C4)CC4=CC=C(C=C4)F)=O)C=C1)=O ((1R,2S,7R,8S)-5-[7-(1,1-Dioxo-4,5-dihydro-1λ6-thiophen-2-yl)-1,1-dioxo-1,4-dihydro-1λ6-benzo[1,2,4]thiadiazin-3-yl]-3-(4-fluoro-benzyl)-6-hydroxy-3-aza-tricyclo[6.2.1.02,7]undec-5-en-4-one). Reagents/catalysts: [Pd] (palladium on charcoal). Run in CO (methanol). Reaction conditions: temperature 25 celsius, time 16 hour. The product is O=S1(C(CCC1)C1=CC2=C(NC(=NS2(=O)=O)C23C4N(C(C=C(C4C(CC2)C3)O)=O)CC3=CC=C(C=C3)F)C=C1)=O (7-(1,1-Dioxo-tetrahydro-1λ6-thiophen-2-yl)-1,1-dioxo-1,4-dihydro-1λ6-benzo[1,2,4]thiadiazin-3-yl-3-(4-fluoro-benzyl)-6-hydroxy-3-aza-tricyclo[6.2.1.02,7]undec-5-en-4-one), O=S1(C(CCC1)C1=CC2=C(NC(=NS2(=O)=O)C=2C(N([C@H]3[C@@H]4CC[C@H]([C@H]3C2O)C4)CC4=CC=C(C=C4)F)=O)C=C1)=O ((1R,2S,7R,8S)-5-[7-(1,1-dioxo-tetrahydro-1λ6-thiophen-2-yl)-1,1-dioxo-1,4-dihydro-1λ6-benzo[1,2,4]thiadiazin-3-yl]-3-(4-fluoro-benzyl)-6-hydroxy-3-aza-tricyclo[6.2.1.02,7]undec-5-en-4-one). Isolated yield 176.0%. Reaction SMILES: [O:1]=[S:2]1(=[O:40])[CH2:6][CH2:5][CH:4]=[C:3]1[C:7]1[CH:39]=[CH:38][C:10]2[NH:11][C:12]([C:17]3[C:18](=[O:37])[N:19]([CH2:29][C:30]4[CH:35]=[CH:34][C:33]([F:36])=[CH:32][CH:31]=4)[C@@H:20]4[C@H:25]([C:26]=3[OH:27])[C@@H:24]3[CH2:28][C@H:21]4[CH2:22][CH2:23]3)=[N:13][S:14](=[O:16])(=[O:15])[C:9]=2[CH:8]=1>CO.[Pd]>[O:40]=[S:2]1(=[O:1])[CH2:6][CH2:5][CH2:4][CH:3]1[C:7]1[CH:39]=[CH:38][C:10]2[NH:11][C:12]([C:21]34[CH2:28][CH:24]([CH2:23][CH2:22]3)[CH:25]3[CH:20]4[N:19]([CH2:29][C:30]4[CH:35]=[CH:34][C:33]([F:36])=[CH:32][CH:31]=4)[C:18](=[O:37])[CH:17]=[C:26]3[OH:27])=[N:13][S:14](=[O:15])(=[O:16])[C:9]=2[CH:8]=1.[O:40]=[S:2]1(=[O:1])[CH2:6][CH2:5][CH2:4][CH:3]1[C:7]1[CH:39]=[CH:38][C:10]2[NH:11][C:12]([C:17]3[C:18](=[O:37])[N:19]([CH2:29][C:30]4[CH:31]=[CH:32][C:33]([F:36])=[CH:34][CH:35]=4)[C@@H:20]4[C@H:25]([C:26]=3[OH:27])[C@@H:24]3[CH2:28][C@H:21]4[CH2:22][CH2:23]3)=[N:13][S:14](=[O:15])(=[O:16])[C:9]=2[CH:8]=1. Procedure: (1R,2S,7R,8S)-5-[7-(1,1-Dioxo-4,5-dihydro-1λ6-thiophen-2-yl)-1,1-dioxo-1,4-dihydro-1λ6-benzo[1,2,4]thiadiazin-3-yl]-3-(4-fluoro-benzyl)-6-hydroxy-3-aza-tricyclo[6.2.1.02,7]undec-5-en-4-one (prepared as described in Example 20, 30 mg, 0.05 mmol) was dissolved in methanol (15 mL) and 5% palladium on charcoal (100 mg) was added. The flask was degassed and backfilled with hydrogen gas via balloon. The mixture was stirred at 25° C. for 16 h. The mixture was passed through a plug of Celite, rinsed wit... Reactants: C1(=CC=CC=C1)C(OC1CCNCC1)C1=CC=CC=C1 (4-diphenylmethoxypiperidine), ClCC#CCOC1=C(C=CC=C1)[N+](=O)[O-] (1-chloro-4-(2-nitrophenoxy)-2-butyne), C(C)(C)N(C(C)C)CC (N,N-diisopropylethylamine), resultant solution. Solvent: ClCCl (dichloromethane). The product is C1(=CC=CC=C1)C(OC1CCN(CC1)CC#CCOC1=C(C=CC=C1)[N+](=O)[O-])C1=CC=CC=C1 (4-diphenylmethoxy-1-[4-(2-nitrophenoxy)-2-butynyl]piperidine). The yield is 64.7%. Reaction SMILES: [C:1]1([CH:7]([C:15]2[CH:20]=[CH:19][CH:18]=[CH:17][CH:16]=2)[O:8][CH:9]2[CH2:14][CH2:13][NH:12][CH2:11][CH2:10]2)[CH:6]=[CH:5][CH:4]=[CH:3][CH:2]=1.Cl[CH2:22][C:23]#[C:24][CH2:25][O:26][C:27]1[CH:32]=[CH:31][CH:30]=[CH:29][C:28]=1[N+:33]([O-:35])=[O:34].C(N(CC)C(C)C)(C)C>ClCCl>[C:15]1([CH:7]([C:1]2[CH:2]=[CH:3][CH:4]=[CH:5][CH:6]=2)[O:8][CH:9]2[CH2:14][CH2:13][N:12]([CH2:22][C:23]#[C:24][CH2:25][O:26][C:27]3[CH:32]=[CH:31][CH:30]=[CH:29][C:28]=3[N+:33]([O-:35])=[O:34])[CH2:11][CH2:10]2)[CH:16]=[CH:17][CH:18]=[CH:19][CH:20]=1. Procedure details: Into 35 ml of dichloromethane were dissolved 2.67 g of 4-diphenylmethoxypiperidine, 2.93 g of 1-chloro-4-(2-nitrophenoxy)-2-butyne and 1.68 g of N,N-diisopropylethylamine, and the resultant solution was stirred at room temperature for 20 hours. The reaction solution was washed with water, and the solvent was removed under reduced pressure. The residue was eluted with ethyl acetate by silica gel column chromatography to give 2.95 g of oily 4-diphenylmethoxy-1-[4-(2-nitrophenoxy)-2-butynyl]piperid... Starting materials: FC1=C(N)C=CC(=C1)I (2-fluoro-4-iodoaniline), OC1=NC=CC=C1 (2-hydroxypyridine), OC=1C=CC=C2C=CC=NC12 (8-hydroxyquinoline), C(=O)([O-])[O-].[K+].[K+] (K2CO3). Reagents/catalysts: [Cu]I (CuI). The solvent is CS(=O)C (DMSO), C(CCC)O (nBuOH), O (H2O). Conditions: temperature 130 celsius. Product: NC1=C(C=C(C=C1)N1C(C=CC=C1)=O)F (1-(4-amino-3-fluorophenyl)pyridin-2(1H)-one). The yield is 89.8%. RXN SMILES: [F:1][C:2]1[CH:8]=[C:7](I)[CH:6]=[CH:5][C:3]=1[NH2:4].[OH:10][C:11]1[CH:16]=[CH:15][CH:14]=[CH:13][N:12]=1.OC1C=CC=C2C=1N=CC=C2.C([O-])([O-])=O.[K+].[K+]>CS(C)=O.[Cu]I.C(O)CCC.O>[NH2:4][C:3]1[CH:5]=[CH:6][C:7]([N:12]2[CH:13]=[CH:14][CH:15]=[CH:16][C:11]2=[O:10])=[CH:8][C:2]=1[F:1] |f:3.4.5|. Procedure details: A mixture of 2-fluoro-4-iodoaniline (3.00 g, 12.6 mmol), 2-hydroxypyridine 1-7 (1.20 g, 12.6 mmol), 8-hydroxyquinoline (0.184 g, 1.26 mmol) and K2CO3 (3.49 g, 25.3 mmol) in DMSO (20 mL) was degassed with Ar before being charged with CuI (0.241 g, 1.27 mmol). The mixture in a sealed tube was heated at 130° C. overnight. After being cooled down to room temperature, H2O and nBuOH were added. The organic phase was separated, concentrated in vacuo to give 1-(4-amino-3-fluorophenyl)pyridin-2(1H)-one a... The reactants are O=Cc1cccc(Br)c1, COC(=O)c1cc(F)ccc1N, CCO. Yields the product COC(=O)c1cc(F)ccc1N=Cc1cccc(Br)c1. Reaction SMILES: [Br:13][c:14]1[cH:15][c:16]([CH:17]=[O:18])[cH:19][cH:20][cH:21]1.[CH3:1][O:2][C:3]([c:4]1[c:5]([NH2:11])[cH:6][cH:7][c:8]([F:10])[cH:9]1)=[O:12].[CH3:22][CH2:23][OH:24]>>[CH3:1][O:2][C:3]([c:4]1[c:5]([N:11]=[CH:17][c:16]2[cH:15][c:14]([Br:13])[cH:21][cH:20][cH:19]2)[cH:6][cH:7][c:8]([F:10])[cH:9]1)=[O:12]. As a reaction SMILES: [Al+3:24].[CH2:1]([CH2:2][c:3]1[cH:4][cH:5][cH:6][cH:7][cH:8]1)[n:9]1[c:10]2[n:11][cH:12][n:13][c:14]([NH2:22])[c:15]2[n:16][c:17]1[C:18](=[O:19])[O:20][CH3:21].[H-:23].[H-:26].[H-:27].[H-:28].[Li+:25].[O:29]1[CH2:30][CH2:31][CH2:32][CH2:33]1>>[CH2:1]([CH2:2][c:3]1[cH:4][cH:5][cH:6][cH:7][cH:8]1)[n:9]1[c:10]2[n:11][cH:12][n:13][c:14]([NH2:22])[c:15]2[n:16][c:17]1[CH2:18][OH:19]. Product: Nc1ncnc2c1nc(CO)n2CCc1ccccc1. Reactants: [Al+3], COC(=O)c1nc2c(N)ncnc2n1CCc1ccccc1, [H-], [H-], [H-], [H-], [Li+], C1CCOC1. The reactants are CC(=O)Nc1ccc(S(=O)(=O)Cl)cc1, Cl, CCOC(=O)Cc1nnc(N)s1, c1ccncc1. The product is CCOC(=O)Cc1nnc(NS(=O)(=O)c2ccc(NC(C)=O)cc2)s1. As a reaction SMILES: [C:1]([CH3:2])(=[O:3])[NH:4][c:5]1[cH:6][cH:7][c:8]([S:11](=[O:12])(=[O:13])[Cl:14])[cH:9][cH:10]1.[ClH:27].[NH2:15][c:16]1[n:17][n:18][c:19]([CH2:21][C:22](=[O:23])[O:24][CH2:25][CH3:26])[s:20]1.[cH:28]1[cH:29][cH:30][n:31][cH:32][cH:33]1>>[C:1]([CH3:2])(=[O:3])[NH:4][c:5]1[cH:6][cH:7][c:8]([S:11](=[O:12])(=[O:13])[NH:15][c:16]2[n:17][n:18][c:19]([CH2:21][C:22](=[O:23])[O:24][CH2:25][CH3:26])[s:20]2)[cH:9][cH:10]1. Reactants: ClC=1C=C(C=CC1)NC1=NC=2C(C3=CN=CC=C13)=CC=CC2C(=O)N (5-(3-chlorophenylamino)benzo[c][2,6]naphthyridine-7-carboxamide), P(=O)(Cl)(Cl)Cl (Phosphorus oxychloride), [Cl-].[Na+] (Sodium chloride), P(=O)(Cl)(Cl)Cl (Phosphorus oxychloride). Run in ClC(C)Cl (dichloroethane). Conditions: temperature 80 celsius, time 1.5 hour. The product is ClC=1C=C(C=CC1)NC1=NC=2C(C3=CN=CC=C13)=CC=CC2C#N (5-(3-chlorophenylamino)benzo[c][2,6]naphthyridine-7-carbonitrile). Isolated yield 53.4%. Reaction SMILES: [Cl:1][C:2]1[CH:3]=[C:4]([NH:8][C:9]2[C:18]3[C:13](=[CH:14][N:15]=[CH:16][CH:17]=3)[C:12]3=[CH:19][CH:20]=[CH:21][C:22]([C:23]([NH2:25])=O)=[C:11]3[N:10]=2)[CH:5]=[CH:6][CH:7]=1.[Cl-].[Na+].P(Cl)(Cl)(Cl)=O>ClC(Cl)C>[Cl:1][C:2]1[CH:3]=[C:4]([NH:8][C:9]2[C:18]3[C:13](=[CH:14][N:15]=[CH:16][CH:17]=3)[C:12]3=[CH:19][CH:20]=[CH:21][C:22]([C:23]#[N:25])=[C:11]3[N:10]=2)[CH:5]=[CH:6][CH:7]=1 |f:1.2|. Reported procedure: 5-(3-chlorophenylamino)benzo[c][2,6]naphthyridine-7-carboxamide (12 mg, 0.034 mmol) was suspended in dichloroethane (0.2 ml). Sodium chloride (70 mg) was added followed by Phosphorus oxychloride (20 ul). The mixture was stirred at 80° C. for 1.5 hours. An extra amount of Phosphorus oxychloride (50 ul) was added and the mixture was heated at 80° C. for 8 hours. The volatiles were removed in vacuo. Water was added and the solid was filtered. The material was purified by preparative TLC on silica g... Reactants: C1(=CC=CC=C1)[C@H](C)NC[Si](C)(C)C ((S)-(-)-N-1-phenylethyl-N-trimethylsilylmethylamine), C=O (formaldehyde). Solvent: C(CCC)O (n-butanol). The product is C1(=CC=CC=C1)[C@H](C)N(COCCCC)C[Si](C)(C)C ((S)-(-)-N-1-Phenylethyl-N-(butoxymethyl)trimethylsilylmethylamine), acetal. RXN SMILES: [C:1]1([C@@H:7]([NH:9][CH2:10][Si:11]([CH3:14])([CH3:13])[CH3:12])[CH3:8])[CH:6]=[CH:5][CH:4]=[CH:3][CH:2]=1.[CH2:15]=[O:16]>C(O)CCC>[C:1]1([C@@H:7]([N:9]([CH2:10][Si:11]([CH3:13])([CH3:12])[CH3:14])[CH2:15][O:16][CH2:6][CH2:1][CH2:2][CH3:3])[CH3:8])[CH:6]=[CH:5][CH:4]=[CH:3][CH:2]=1. Reported procedure: The title compound was prepared from (S)-(-)-N-1-phenylethyl-N-trimethylsilylmethylamine by reaction with n-butanol and aqueous formaldehyde following the procedure of Example 2 to give the crude acetal (85% pure) as a colourless oil (7.1 g, 80%) δC (CD2Cl2)-1.09 (SiMe3), 14.35, 20.16, 24.72, 67.38 (OBu), 19.57 (CMe), 40.30 (NCH2Si), 62.30 (CH), 84.73 (NCH2O), 127.01, 128.15, 128.51, 146.15 (Ph).